Dataset: the Open Reaction Database (ORD), a public repository of structured organic reaction records. Task: describe an organic reaction: reactants, conditions, products, and yield The reactants are CC(=O)O, NC1CCOC(C(c2ccccc2)c2ccccc2)C1, O=Cc1ccc(F)cc1. Product: Fc1ccc(CNC2CCOC(C(c3ccccc3)c3ccccc3)C2)cc1. As a reaction SMILES: [CH3:30][C:31](=[O:32])[OH:33].[CH:1]([c:2]1[cH:3][cH:4][cH:5][cH:6][cH:7]1)([c:8]1[cH:9][cH:10][cH:11][cH:12][cH:13]1)[CH:14]1[O:15][CH2:16][CH2:17][CH:18]([NH2:20])[CH2:19]1.[F:21][c:22]1[cH:23][cH:24][c:25]([CH:26]=[O:27])[cH:28][cH:29]1>>[CH:1]([c:2]1[cH:3][cH:4][cH:5][cH:6][cH:7]1)([c:8]1[cH:9][cH:10][cH:11][cH:12][cH:13]1)[CH:14]1[O:15][CH2:16][CH2:17][CH:18]([NH:20][CH2:26][c:25]2[cH:24][cH:23][c:22]([F:21])[cH:29][cH:28]2)[CH2:19]1. The yield is 77.1%. Product: N1=CC(=CC=C1)N1CC2(CC1)N1CCC(C2)C1 (1′-(3-pyridyl)-spiro[1-azabicyclo[2.2.1]heptane-2,3′-pyrrolidine]). Starting materials: N1CC2(CC1)N1CCC(C2)C1 (spiro[1-azabicyclo[2.2.1]heptane-2,3′-pyrrolidine]), BrC=1C=NC=CC1 (3-bromopyridine), CC(C)([O-])C.[K+] (potassium tert-butoxide). Reported procedure: A mixture of spiro[1-azabicyclo[2.2.1]heptane-2,3′-pyrrolidine] (300 mg, 1.98 mmol), 3-bromopyridine (344 mg, 2.18 mmol), tris(dibenzylideneacetone)dipalladium(0) (54.57 mg, 0.0654 mmol), rac-2,2′-bis(diphenylphosphino)-1,1′-binaphthyl (74.22 mg, 0.131 mmol) and potassium tert-butoxide (668.8 mg, 5.96 mmol) in dry toluene (20 mL) was heated in a sealed tube flushed with argon gas at 90° C. for 8 h. The reaction was cooled to 0° C. and the contents transferred to a 100 mL round bottom flask. The ... Reaction conditions: temperature 0 celsius. The reagents and catalysts are C=1C=CC(=CC1)/C=C/C(=O)/C=C/C2=CC=CC=C2.C=1C=CC(=CC1)/C=C/C(=O)/C=C/C2=CC=CC=C2.C=1C=CC(=CC1)/C=C/C(=O)/C=C/C2=CC=CC=C2.[Pd].[Pd] (tris(dibenzylideneacetone)dipalladium(0)), C1(=CC=CC=C1)P(C1=C(C2=CC=CC=C2C=C1)C1=C(C=CC2=CC=CC=C12)P(C1=CC=CC=C1)C1=CC=CC=C1)C1=CC=CC=C1 (rac-2,2′-bis(diphenylphosphino)-1,1′-binaphthyl). RXN SMILES: [NH:1]1[CH2:5][CH2:4][C:3]2([CH2:10][CH:9]3[CH2:11][N:6]2[CH2:7][CH2:8]3)[CH2:2]1.Br[C:13]1[CH:14]=[N:15][CH:16]=[CH:17][CH:18]=1.CC(C)([O-])C.[K+]>C1(C)C=CC=CC=1.C1C=CC(/C=C/C(/C=C/C2C=CC=CC=2)=O)=CC=1.C1C=CC(/C=C/C(/C=C/C2C=CC=CC=2)=O)=CC=1.C1C=CC(/C=C/C(/C=C/C2C=CC=CC=2)=O)=CC=1.[Pd].[Pd].C1(P(C2C=CC=CC=2)C2C=CC3C(=CC=CC=3)C=2C2C3C(=CC=CC=3)C=CC=2P(C2C=CC=CC=2)C2C=CC=CC=2)C=CC=CC=1>[N:15]1[CH:16]=[CH:17][CH:18]=[C:13]([N:1]2[CH2:5][CH2:4][C:3]3([CH2:10][CH:9]4[CH2:11][N:6]3[CH2:7][CH2:8]4)[CH2:2]2)[CH:14]=1 |f:2.3,5.6.7.8.9|. The solvent is C1(=CC=CC=C1)C (toluene). Starting materials: C[O-].[Na+] (sodium methoxide), C[O-].[Na+] (Sodium methoxide), N1(N=CN=C1)C1=CC=C(CC=2C(=NC3=CC=C(C=C3C2Cl)I)Cl)C=C1 (3-(4-(1H-1,2,4-triazol-1-yl)benzyl)-2,4-dichloro-6-iodoquinoline), N1(N=CN=C1)C1=CC=C(CC=2C(=NC3=CC=C(C=C3C2Cl)I)Cl)C=C1 (3-(4-(1H-1,2,4-triazol-1-yl)benzyl)-2,4-dichloro-6-iodoquinoline), ClCCl (Dichloromethane). Solvent: C1(=CC=CC=C1)C (toluene). Reaction conditions: temperature 105 celsius, time 2 hour. Yields the product N1(N=CN=C1)C1=CC=C(CC=2C(=NC3=CC=C(C=C3C2Cl)I)OC)C=C1 (3-(4-(1H-1,2,4-Triazol-1-yl)benzyl)-4-chloro-6-iodo-2-methoxyquinoline). Reaction SMILES: [CH3:1][O-:2].[Na+].[N:4]1([C:9]2[CH:28]=[CH:27][C:12]([CH2:13][C:14]3[C:15](Cl)=[N:16][C:17]4[C:22]([C:23]=3[Cl:24])=[CH:21][C:20]([I:25])=[CH:19][CH:18]=4)=[CH:11][CH:10]=2)[CH:8]=[N:7][CH:6]=[N:5]1.ClCCl>C1(C)C=CC=CC=1>[N:4]1([C:9]2[CH:28]=[CH:27][C:12]([CH2:13][C:14]3[C:15]([O:2][CH3:1])=[N:16][C:17]4[C:22]([C:23]=3[Cl:24])=[CH:21][C:20]([I:25])=[CH:19][CH:18]=4)=[CH:11][CH:10]=2)[CH:8]=[N:7][CH:6]=[N:5]1 |f:0.1|. Procedure details: Sodium methoxide (741 mg, 13.7 mmol) was added to a solution of 3-(4-(1H-1,2,4-triazol-1-yl)benzyl)-2,4-dichloro-6-iodoquinoline (1.1 g, 2.3 mmol, Intermediate 20: step b) in toluene (11 mL) with stirring. The mixture was heated to 105° C. After 2 hours, additional sodium methoxide (250 mg, 4.6 mmol) was added. After 3 hours, the flask was allowed to cool to 23° C. Dichloromethane (50 mL) was added and then the mixture was filtered through Celite®. The filter cake was washed with dichloromethane... The reactants are ClC=1C=CC2=C(C(=NCC=3N2C(=NN3)CCN3C(C=2C(C3=O)=CC=CC2)=O)C2=CC=CC=C2)C1 (8-chloro-6-phenyl-1-(2-phthalimidoethyl)-4H-s-triazolo[4,3-a][1,4]benzodiazepine), C(C)(=O)OCC (ethyl acetate), O.NN (hydrazine hydrate). The solvent is C(C)O (ethanol). Run at time 55 minute. Product: NCCC1=NN=C2N1C1=C(C(=NC2)C2=CC=CC=C2)C=C(C=C1)Cl (1-(2-aminoethyl)-8-chloro-6-phenyl-4H-s-triazolo-[4,3-a][1,4]benzodiazepine). RXN SMILES: [Cl:1][C:2]1[CH:3]=[CH:4][C:5]2[N:11]3[C:12]([CH2:15][CH2:16][N:17]4C(=O)C5=CC=CC=C5C4=O)=[N:13][N:14]=[C:10]3[CH2:9][N:8]=[C:7]([C:28]3[CH:33]=[CH:32][CH:31]=[CH:30][CH:29]=3)[C:6]=2[CH:34]=1.C(OCC)(=O)C.O.NN>C(O)C>[NH2:17][CH2:16][CH2:15][C:12]1[N:11]2[C:5]3[CH:4]=[CH:3][C:2]([Cl:1])=[CH:34][C:6]=3[C:7]([C:28]3[CH:33]=[CH:32][CH:31]=[CH:30][CH:29]=3)=[N:8][CH2:9][C:10]2=[N:14][N:13]=1 |f:2.3|. Reported procedure: A stirred mixture of 8-chloro-6-phenyl-1-(2-phthalimidoethyl)-4H-s-triazolo[4,3-a][1,4]benzodiazepine, ethyl acetate solvate (37.6 g., 0.0675 mole) and absolute ethanol (340 ml.) is treated with hydrazine hydrate (7.43 g.) and warmed, under nitrogen, in an oil bath to 75° during 65 minutes, the bath is kept at this temperature for an additional 55 minutes. The mixture is then cooled in an ice bath, and the solid is collected by filtration and washed with absolute ethanol and methylene chloride. ...